This data is from the Open Reaction Database (ORD), a public repository of structured organic reaction records. The task is: describe an organic reaction: reactants, conditions, products, and yield Starting materials: C(CCC)[C@]12[C@H](CC[C@H]2[C@H]2[C@H](CC1)C=1C=CC(=CC1CC2)OC)O (13β-n-butyl-3-methoxy-gona-1,3,5(10)-trien-17β-ol), C(C)O (ethanol), [Li] (lithium), N (ammonia). Run in O (water), O1CCCC1 (tetrahydrofuran), CCOCC (ether). Yields the product C(CCC)[C@]12[C@H](CC[C@H]2[C@H]2[C@H](CC1)C=1CC=C(CC1CC2)OC)O (13β-n-butyl-3-methoxy-gona-2,5(10)-dien17β-ol). RXN SMILES: [CH2:1]([C@:5]12[CH2:13][CH2:12][C@@H:11]3[C:14]4[CH:15]=[CH:16][C:17]([O:22][CH3:23])=[CH:18][C:19]=4[CH2:20][CH2:21][C@H:10]3[C@@H:9]1[CH2:8][CH2:7][C@@H:6]2[OH:24])[CH2:2][CH2:3][CH3:4].[Li].N.C(O)C>O1CCCC1.CCOCC.O>[CH2:1]([C@:5]12[CH2:13][CH2:12][C@@H:11]3[C:14]4[CH2:15][CH:16]=[C:17]([O:22][CH3:23])[CH2:18][C:19]=4[CH2:20][CH2:21][C@H:10]3[C@@H:9]1[CH2:8][CH2:7][C@@H:6]2[OH:24])[CH2:2][CH2:3][CH3:4] |^1:24|. Procedure: Add 13β-n-butyl-3-methoxy-gona-1,3,5(10)-trien-17β-ol (0.5 g.) in a mixture of tetrahydrofuran (5 cc.) and ether (15 cc.) dropwise to a stirred solution of lithium (0.5 g.) in liquid ammonia (60 cc.). After 5 minutes beyond completion of addition, add ethanol (8 cc.) dropwise and when the blue color is discharged, add water and extract the mixture with ether. Work up in the usual way to give 13β-n-butyl-3-methoxy-gona-2,5(10)-dien17β-ol as a crystalline solid, m.p. 135°-9°; infrared absorption p... Product: CCOC(=O)C(Cc1ccc2c(c1)CCO2)c1ccccc1. Starting materials: BrCc1ccc2c(c1)CCO2, [Li]CCCC, C[Si](C)(C)N[Si](C)(C)C, C[Si](C)(C)[N-][Si](C)(C)C, [Li+], C1CCOC1, O, CCOC(=O)Cc1ccccc1. Reaction SMILES: [Br:37][CH2:38][c:39]1[cH:40][cH:41][c:42]2[c:43]([cH:47]1)[CH2:44][CH2:45][O:46]2.[CH2:20]([Li:21])[CH2:22][CH2:23][CH3:24].[CH3:11][Si:12]([CH3:13])([CH3:14])[NH:15][Si:16]([CH3:17])([CH3:18])[CH3:19].[CH3:1][Si:2]([CH3:3])([CH3:4])[N-:5][Si:6]([CH3:7])([CH3:8])[CH3:9].[Li+:10].[O:48]1[CH2:49][CH2:50][CH2:51][CH2:52]1.[OH2:53].[c:25]1([CH2:31][C:32](=[O:33])[O:34][CH2:35][CH3:36])[cH:26][cH:27][cH:28][cH:29][cH:30]1>>[c:25]1([CH:31]([C:32](=[O:33])[O:34][CH2:35][CH3:36])[CH2:38][c:39]2[cH:40][cH:41][c:42]3[c:43]([cH:47]2)[CH2:44][CH2:45][O:46]3)[cH:26][cH:27][cH:28][cH:29][cH:30]1. Starting materials: C(C)(=O)OC1=CC=C(C=C(C(=O)O)NC(C)=O)C=C1 (p-acetoxy-α-acetylaminocinnamic acid), C(=O)=O (carbon dioxide). The reagents and catalysts are [Cu] (copper). The solvent is N1=CC=CC2=CC=CC=C12 (quinoline). Yields the product C(C)(=O)NC=CC1=CC=C(C=C1)OC(C)=O (p-(2-acetylaminovinyl)-acetoxybenzene). Reaction SMILES: [C:1]([O:4][C:5]1[CH:19]=[CH:18][C:8]([CH:9]=[C:10]([NH:14][C:15](=[O:17])[CH3:16])C(O)=O)=[CH:7][CH:6]=1)(=[O:3])[CH3:2].C(=O)=O>[Cu].N1C2C(=CC=CC=2)C=CC=1>[C:15]([NH:14][CH:10]=[CH:9][C:8]1[CH:7]=[CH:6][C:5]([O:4][C:1](=[O:3])[CH3:2])=[CH:19][CH:18]=1)(=[O:17])[CH3:16]. Procedure details: 26.3 g (0.1 mol) of p-acetoxy-α-acetylaminocinnamic acid, 50 ml of quinoline and 2 g of copper powder are heated to 160°-170° C. for 3 hours, in the course of which carbon dioxide is evolved. Thereafter, the quinoline is distilled off in vacuo and the residual mass is taken up in ethyl acetate. After filtering off the copper powder, the ethyl acetate solution is extracted with 25 ml of 1 N hydrochloric acid and is then washed with water and sodium bicarbonate solution. The organic phase is dried...